From a dataset of the Open Reaction Database (ORD), a public repository of structured organic reaction records. describe an organic reaction: reactants, conditions, products, and yield Starting materials: CC#N, CCN(C(C)C)C(C)C, CC(C)(C)OC(=O)N1CCNCC1, CC(Nc1cc(F)ccc1C(=O)C(F)(F)F)c1ccccc1. Yields the product CC(Nc1cc(N2CCN(C(=O)OC(C)(C)C)CC2)ccc1C(=O)C(F)(F)F)c1ccccc1. As a reaction SMILES: [CH3:45][C:46]#[N:47].[CH:36]([N:37]([CH2:38][CH3:39])[CH:40]([CH3:41])[CH3:42])([CH3:43])[CH3:44].[N:23]1([C:29](=[O:30])[O:31][C:32]([CH3:33])([CH3:34])[CH3:35])[CH2:24][CH2:25][NH:26][CH2:27][CH2:28]1.[c:1]1([CH:7]([CH3:8])[NH:9][c:10]2[c:11]([C:17]([C:18]([F:19])([F:20])[F:21])=[O:22])[cH:12][cH:13][c:14]([F:16])[cH:15]2)[cH:2][cH:3][cH:4][cH:5][cH:6]1>>[c:1]1([CH:7]([CH3:8])[NH:9][c:10]2[c:11]([C:17]([C:18]([F:19])([F:20])[F:21])=[O:22])[cH:12][cH:13][c:14]([N:26]3[CH2:25][CH2:24][N:23]([C:29](=[O:30])[O:31][C:32]([CH3:33])([CH3:34])[CH3:35])[CH2:28][CH2:27]3)[cH:15]2)[cH:2][cH:3][cH:4][cH:5][cH:6]1. Starting materials: C1OC2([C@H](CCCCCCC(=O)OC)[C@H](CC2)CC[C@H](CCCCC)O)OC1 (1-methyl 9,9-(ethylenedioxy)-15(S)-hydroxy-prostanoate), product. The solvent is C(Cl)Cl (methylene chloride), C(Cl)Cl (methylene chloride). Yields the product C1OC2([C@H](CCCCCCC(=O)OC)[C@H](CC2)CCC(CCCCC)=O)OC1 (1-methyl 9,9-(ethylenedioxy)-15-oxo-prostanoate). As a reaction SMILES: [CH2:1]1[CH2:28][O:27][C:3]2([CH2:17][CH2:16][C@H:15]([CH2:18][CH2:19][C@@H:20]([OH:26])[CH2:21][CH2:22][CH2:23][CH2:24][CH3:25])[C@H:4]2[CH2:5][CH2:6][CH2:7][CH2:8][CH2:9][CH2:10][C:11]([O:13][CH3:14])=[O:12])[O:2]1>C(Cl)Cl>[CH2:28]1[CH2:1][O:2][C:3]2([CH2:17][CH2:16][C@H:15]([CH2:18][CH2:19][C:20](=[O:26])[CH2:21][CH2:22][CH2:23][CH2:24][CH3:25])[C@H:4]2[CH2:5][CH2:6][CH2:7][CH2:8][CH2:9][CH2:10][C:11]([O:13][CH3:14])=[O:12])[O:27]1. Procedure: To a mixture of 14.5 g. of chromium trioxide-pyridine complex in 110 ml. of dry methylene chloride is added with stirring 4.82 g. of 1-methyl 9,9-(ethylenedioxy)-15(S)-hydroxy-prostanoate (Example 134) in 17 ml. of methylene chloride. The resulting dark brown mixture is stirred at ambient temperature for 18 hours. The mixture is filtered and the mother liquor is taken to dryness. The residue is taken up in ether and washed successively with ice cold 5% sodium hydroxide, saturated sodium chloride... Run at temperature 60 celsius. Starting materials: C(N)(=O)C=1C(=NSC1)OC (4-carbamoyl-3-methoxyisothiazole), S(O)(O)(=O)=O (sulfuric acid), N(=O)[O-].[Na+] (sodium nitrite). Run in O (H2O). Yields the product C(=O)(O)C=1C(=NSC1)OC (4-carboxy-3-methoxyisothiazole). As a reaction SMILES: [C:1]([C:4]1[C:5]([O:9][CH3:10])=[N:6][S:7][CH:8]=1)(=[O:3])N.S(=O)(=O)(O)[OH:12].N([O-])=O.[Na+]>O>[C:1]([C:4]1[C:5]([O:9][CH3:10])=[N:6][S:7][CH:8]=1)([OH:12])=[O:3] |f:2.3|. Procedure: To a solution of 7.9 g. (0.05 mole) of 4-carbamoyl-3-methoxyisothiazole prepared as in Example 19 in 90 ml. of 80% sulfuric acid at 10°-15° C. was added slowly beneath the surface of the liquid a solution of 9.5 g. (0.137 mole) of sodium nitrite in 13 ml. of H2O. When addition was complete the solution was allowed to come to 25° C., and then was heated to 60° C., for several minutes. After cooling to 25° C. the reaction solution was poured onto ice to precipitate 3.64 g. (46%) of 4-carboxy-3-met...